This data is from the Open Reaction Database (ORD), a public repository of structured organic reaction records. The task is: describe an organic reaction: reactants, conditions, products, and yield Reactants: OCCC=1C=C(CC(C(=O)OC)C(=O)OC)C=CC1 (dimethyl 2-[3-(2-hydroxyethyl)benzyl]malonate), C1(=CC=CC=C1)N=C=O (phenylisocyanate). Product: N(C1=CC=CC=C1)C(=O)OCCC=1C=C(CC(C(=O)OC)C(=O)OC)C=CC1 (Dimethyl 2-(3-{2-[(anilinocarbonyl)oxy]ethyl}-benzyl)malonate). As a reaction SMILES: [OH:1][CH2:2][CH2:3][C:4]1[CH:5]=[C:6]([CH:17]=[CH:18][CH:19]=1)[CH2:7][CH:8]([C:13]([O:15][CH3:16])=[O:14])[C:9]([O:11][CH3:12])=[O:10].[C:20]1([N:26]=[C:27]=[O:28])[CH:25]=[CH:24][CH:23]=[CH:22][CH:21]=1>>[NH:26]([C:27]([O:1][CH2:2][CH2:3][C:4]1[CH:5]=[C:6]([CH:17]=[CH:18][CH:19]=1)[CH2:7][CH:8]([C:9]([O:11][CH3:12])=[O:10])[C:13]([O:15][CH3:16])=[O:14])=[O:28])[C:20]1[CH:25]=[CH:24][CH:23]=[CH:22][CH:21]=1. Procedure details: Using dimethyl 2-[3-(2-hydroxyethyl)benzyl]malonate and phenylisocyanate, the title compound was obtained in the same manner as described in Example 192b).